The task is: describe an organic reaction: reactants, conditions, products, and yield. This data is from the Open Reaction Database (ORD), a public repository of structured organic reaction records. Reactants: C(CCC)[Li] (n-Butyllithium), FC1=C(C=CC=C1)F (1,2-difluorobenzene), C(CCCC)=O (pentanal), [Cl-].[NH4+] (ammonium chloride). Run in C1CCOC1 (THF), C1CCOC1 (THF). Conditions: time 8 hour. Product: FC1=C(C=CC=C1F)C(CCCC)O (1-(2,3 -Difluorophenyl)pentan-1-ol). RXN SMILES: C([Li])CCC.[F:6][C:7]1[CH:12]=[CH:11][CH:10]=[CH:9][C:8]=1[F:13].[CH:14](=[O:19])[CH2:15][CH2:16][CH2:17][CH3:18].[Cl-].[NH4+]>C1COCC1>[F:6][C:7]1[C:8]([F:13])=[CH:9][CH:10]=[CH:11][C:12]=1[CH:14]([OH:19])[CH2:15][CH2:16][CH2:17][CH3:18] |f:3.4|. Reported procedure: n-Butyllithium (50 cm3, 10.0M in hexanes, 0.5 mol) was added dropwise to a stirred, cooled (-78° C.) solution of 1,2-difluorobenzene (57 g, 0.5 mol) in dry THF (600 cm3) under an atmosphere of dry nitrogen. The mixture was maintained under these conditions (3 h) then a solution of pentanal (43.1 g, 0.5 mol), in dry THF (50 cm3) added dropwise at -78° C. The temperature of the reaction mixture was allowed to reach room temperature overnight. An aqueous solution of ammonium chloride (27 g in 160 c...